Dataset: the Open Reaction Database (ORD), a public repository of structured organic reaction records. Task: describe an organic reaction: reactants, conditions, products, and yield Starting materials: [N-]=[N+]=[N-].[Na+] (sodium azide), CC1=C2CCC(C2=CC=C1)=O (2,3-dihydro-4-methyl-1H-inden-1-one), ClC(C(=O)O)(Cl)Cl (trichloroacetic acid), [N-]=[N+]=[N-].[Na+] (sodium azide). The solvent is ice water. Conditions: time 18 hour. The product is CC1=C2CCNC(C2=CC=C1)=O (3,4-Dihydro-5-methyl-1(2H)-isoquinolinone). The yield is 47.2%. Reaction SMILES: [CH3:1][C:2]1[CH:10]=[CH:9][CH:8]=[C:7]2[C:3]=1[CH2:4][CH2:5][C:6]2=[O:11].ClC(Cl)(Cl)C(O)=O.[N-:19]=[N+]=[N-].[Na+]>>[CH3:1][C:2]1[CH:10]=[CH:9][CH:8]=[C:7]2[C:3]=1[CH2:4][CH2:5][NH:19][C:6]2=[O:11] |f:2.3|. Procedure details: A mixture of 4.7 g (32.2 mmol) of 2,3-dihydro-4-methyl-1H-inden-1-one and 53 g of trichloroacetic acid was heated to 65°. To the resulting solution was added 4.2 g (64.4 mmol) of sodium azide and the mixture was kept at 65° for 18 hours. An additional 1.0 g of sodium azide was then added and heating continued for another four hours. The mixture was diluted with 200 ml of ice water and extracted with ether. The ether extracts were washed with water, saturated sodium hydrogen carbonate, dried (MgS... Starting materials: [Sn](Cl)Cl (Tin (II) chloride), ClC1=C(C(=CC=C1)Cl)C1=CC(=NO1)C1=CC(=CC=C1)[N+](=O)[O-] (5-(2,6-dichlorophenyl)-3-(3-nitrophenyl)isoxazole). The solvent is C(C)(=O)OCC (ethyl acetate), O (water). Yields the product NC=1C=C(C=CC1)C1=NOC(=C1)C1=C(C=CC=C1Cl)Cl (3-(3-Aminophenyl)-5-(2,6-dichlorophenyl) Isoxazole). Reaction SMILES: [Sn](Cl)Cl.[Cl:4][C:5]1[CH:10]=[CH:9][CH:8]=[C:7]([Cl:11])[C:6]=1[C:12]1[O:16][N:15]=[C:14]([C:17]2[CH:22]=[CH:21][CH:20]=[C:19]([N+:23]([O-])=O)[CH:18]=2)[CH:13]=1>C(OCC)(=O)C.O>[NH2:23][C:19]1[CH:18]=[C:17]([C:14]2[CH:13]=[C:12]([C:6]3[C:5]([Cl:4])=[CH:10][CH:9]=[CH:8][C:7]=3[Cl:11])[O:16][N:15]=2)[CH:22]=[CH:21][CH:20]=1. Procedure details: Tin (II) chloride (135 mg, 0.6 mmol) was added to a solution of 5-(2,6-dichlorophenyl)-3-(3-nitrophenyl)isoxazole compound (100 mg, 0.3 mmol) in ethyl acetate (20 mL). The resulting solution was heated at reflux for 3 h and then cooled to room temperature. The reaction mixture was diluted with water (20 mL). The mixture was extracted with ethyl acetate twice. The combined organic extracts were washed with brine, dried over anhydrous sodium sulfate, filtered and concentrated under reduced pressur... Reactants: C(C1=CC=CC=C1)N1C(=CC2=C1C=C(C=1N2C(=NN1)C)Cl)C (6-benzyl-4-chloro-1,7-dimethyl-6H-pyrrolo[2,3-e][1,2,4]triazolo[4,3-a]pyridine), O1CCC(CC1)N (tetrahydro-2H-pyran-4-amine), CC(C)([O-])C.[Na+] (sodium tert-butoxide), CC1(C2=CC=CC(=C2OC=2C(=CC=CC12)P(C1=CC=CC=C1)C1=CC=CC=C1)P(C1=CC=CC=C1)C1=CC=CC=C1)C ((9,9-dimethyl-9H-xanthene-4,5-diyl)bis(diphenylphosphine)). Reagents/catalysts: C=1C=CC(=CC1)/C=C/C(=O)/C=C/C2=CC=CC=C2.C=1C=CC(=CC1)/C=C/C(=O)/C=C/C2=CC=CC=C2.C=1C=CC(=CC1)/C=C/C(=O)/C=C/C2=CC=CC=C2.[Pd].[Pd] (tris(dibenzylideneacetone)dipalladium(0)). Solvent: C1(=CC=CC=C1)C (toluene). Conditions: temperature 100 celsius. Yields the product C(C1=CC=CC=C1)N1C(=CC2=C1C=C(C=1N2C(=NN1)C)NC1CCOCC1)C (6-benzyl-1,7-dimethyl-N-(tetrahydro-2H-pyran-4-yl)-6H-pyrrolo[2,3-e][1,2,4]triazolo[4,3-a]pyridin-4-amine). Reaction SMILES: [CH2:1]([N:8]1[C:12]2[CH:13]=[C:14](Cl)[C:15]3[N:16]([C:17]([CH3:20])=[N:18][N:19]=3)[C:11]=2[CH:10]=[C:9]1[CH3:22])[C:2]1[CH:7]=[CH:6][CH:5]=[CH:4][CH:3]=1.[O:23]1[CH2:28][CH2:27][CH:26]([NH2:29])[CH2:25][CH2:24]1.CC(C)([O-])C.[Na+].CC1(C)C2C=CC=C(P(C3C=CC=CC=3)C3C=CC=CC=3)C=2OC2C1=CC=CC=2P(C1C=CC=CC=1)C1C=CC=CC=1>C1(C)C=CC=CC=1.C1C=CC(/C=C/C(/C=C/C2C=CC=CC=2)=O)=CC=1.C1C=CC(/C=C/C(/C=C/C2C=CC=CC=2)=O)=CC=1.C1C=CC(/C=C/C(/C=C/C2C=CC=CC=2)=O)=CC=1.[Pd].[Pd]>[CH2:1]([N:8]1[C:12]2[CH:13]=[C:14]([NH:29][CH:26]3[CH2:27][CH2:28][O:23][CH2:24][CH2:25]3)[C:15]3[N:16]([C:17]([CH3:20])=[N:18][N:19]=3)[C:11]=2[CH:10]=[C:9]1[CH3:22])[C:2]1[CH:7]=[CH:6][CH:5]=[CH:4][CH:3]=1 |f:2.3,6.7.8.9.10|. Procedure: A degassed mixture of 6-benzyl-4-chloro-1,7-dimethyl-6H-pyrrolo[2,3-e][1,2,4]triazolo[4,3-a]pyridine (25.0 mg, 0.0804 mmol, Example 228, Step 7), tetrahydro-2H-pyran-4-amine (32 mg, 0.32 mmol, CombiBlocks), sodium tert-butoxide (23 mg, 0.24 mmol, Aldrich), (9,9-dimethyl-9H-xanthene-4,5-diyl)bis(diphenylphosphine) (9.3 mg, 0.016 mmol, Aldrich) and tris(dibenzylideneacetone)dipalladium(0) (7.4 mg, 0.0080 mmol, Aldrich) in toluene (1.2 mL) was heated at 100° C. overnight. Toluene was removed in vac...